Dataset: the Open Reaction Database (ORD), a public repository of structured organic reaction records. Task: describe an organic reaction: reactants, conditions, products, and yield Reported procedure: 0.5 g of 4-(2,4-bis(benzyloxy)phenyl)piperidinium chloride is suspended in 5 ml of dimethylformamide and then 0.43 ml of N,N-diisopropylethylamine is added, as is 0.38 g of pyridin-2-ylcarbamic acid 4-nitrophenyl ester in solution in 2 ml of dimethylformamide. The reaction mixture is stirred for 24 hours at 80° C. It is heated at 80° C. for 24 hours. 50 ml of water are added, and the reaction mixture is then extracted with 50 ml of ethyl acetate. The solvents are evaporated off and then the resi... Solvent: CN(C=O)C (dimethylformamide), CN(C=O)C (dimethylformamide). The yield is 3.3%. Yields the product N1=C(C=CC=C1)NC(=O)N1CCC(CC1)C1=C(C=C(C=C1)OCC1=CC=CC=C1)OCC1=CC=CC=C1 (4-(2,4-bis(benzyloxy)phenyl)piperidine-1-carboxylic acid pyridin-2-ylamide). Reaction conditions: temperature 80 celsius, time 24 hour. RXN SMILES: [Cl-].[CH2:2]([O:9][C:10]1[CH:15]=[C:14]([O:16][CH2:17][C:18]2[CH:23]=[CH:22][CH:21]=[CH:20][CH:19]=2)[CH:13]=[CH:12][C:11]=1[CH:24]1[CH2:29][CH2:28][NH2+:27][CH2:26][CH2:25]1)[C:3]1[CH:8]=[CH:7][CH:6]=[CH:5][CH:4]=1.C(N(CC)C(C)C)(C)C.[N+](C1C=CC([O:48][C:49](=O)[NH:50][C:51]2[CH:56]=[CH:55][CH:54]=[CH:53][N:52]=2)=CC=1)([O-])=O.O>CN(C)C=O>[N:52]1[CH:53]=[CH:54][CH:55]=[CH:56][C:51]=1[NH:50][C:49]([N:27]1[CH2:28][CH2:29][CH:24]([C:11]2[CH:12]=[CH:13][C:14]([O:16][CH2:17][C:18]3[CH:19]=[CH:20][CH:21]=[CH:22][CH:23]=3)=[CH:15][C:10]=2[O:9][CH2:2][C:3]2[CH:4]=[CH:5][CH:6]=[CH:7][CH:8]=2)[CH2:25][CH2:26]1)=[O:48] |f:0.1|. Reactants: [Cl-].C(C1=CC=CC=C1)OC1=C(C=CC(=C1)OCC1=CC=CC=C1)C1CC[NH2+]CC1 (4-(2,4-bis(benzyloxy)phenyl)piperidinium chloride), O (water), C(C)(C)N(C(C)C)CC (N,N-diisopropylethylamine), [N+](=O)([O-])C1=CC=C(C=C1)OC(NC1=NC=CC=C1)=O (pyridin-2-ylcarbamic acid 4-nitrophenyl ester). Reactants: CCOC(=O)N1CCn2c(nc(-c3ccncc3)cc2=O)C(N)C1, COc1ccc(C(=O)O)c(OC)c1, COc1cc(Cl)ccc1C(=O)O. Yields the product CCOC(=O)N1CCn2c(nc(-c3ccncc3)cc2=O)C(NC(=O)c2ccc(OC)cc2OC)C1. Reaction SMILES: [CH2:1]([CH3:2])[O:3][C:4](=[O:5])[N:6]1[CH2:7][CH2:8][n:9]2[c:10]([n:14][c:15](-[c:19]3[cH:20][cH:21][n:22][cH:23][cH:24]3)[cH:16][c:17]2=[O:18])[CH:11]([NH2:13])[CH2:12]1.[CH3:25][O:26][c:27]1[c:28]([C:29](=[O:30])[OH:31])[cH:32][cH:33][c:34]([O:36][CH3:37])[cH:35]1.[Cl:38][c:39]1[cH:40][cH:41][c:42]([C:43]([OH:44])=[O:45])[c:46]([O:47][CH3:48])[cH:49]1>>[CH2:1]([CH3:2])[O:3][C:4](=[O:5])[N:6]1[CH2:7][CH2:8][n:9]2[c:10]([n:14][c:15](-[c:19]3[cH:20][cH:21][n:22][cH:23][cH:24]3)[cH:16][c:17]2=[O:18])[CH:11]([NH:13][C:29]([c:28]2[c:27]([O:26][CH3:25])[cH:35][c:34]([O:36][CH3:37])[cH:33][cH:32]2)=[O:30])[CH2:12]1. The reactants are C1(=CC=CC=C1)C#CCOCC=O (2-(3-phenyl-2-propynoxy) ethanal), [Cl-].C(C(C)C)N(C(C)=O)[P+](C1=CC=CC=C1)(C1=CC=CC=C1)C1=CC=CC=C1 (N-isobutyl acetamidotriphenylphosphonium chloride). Procedure details: N-isobutyl-4-(3phenyl-2-propynoxy)-(2E)-butenamide was prepared from 2-(3-phenyl-2-propynoxy) ethanal and N-isobutyl acetamidotriphenylphosphonium chloride as in Example 9. As a reaction SMILES: [C:1]1([C:7]#[C:8][CH2:9][O:10][CH2:11][CH:12]=O)[CH:6]=[CH:5][CH:4]=[CH:3][CH:2]=1.[Cl-].[CH2:15]([N:19]([P+](C1C=CC=CC=1)(C1C=CC=CC=1)C1C=CC=CC=1)[C:20](=[O:22])[CH3:21])[CH:16]([CH3:18])[CH3:17]>>[CH2:15]([NH:19][C:20](=[O:22])/[CH:21]=[CH:12]/[CH2:11][O:10][CH2:9][C:8]#[C:7][C:1]1[CH:2]=[CH:3][CH:4]=[CH:5][CH:6]=1)[CH:16]([CH3:18])[CH3:17] |f:1.2|. The product is C(C(C)C)NC(\C=C\COCC#CC1=CC=CC=C1)=O (N-isobutyl-4-(3phenyl-2-propynoxy)-(2E)-butenamide). The reactants are CC#N, CCC(N)CCN. The product is CCC1CCNC(C)N1. Reaction SMILES: [CH3:8][C:9]#[N:10].[NH2:1][CH2:2][CH2:3][CH:4]([CH2:5][CH3:6])[NH2:7]>>[NH:1]1[CH2:2][CH2:3][CH:4]([CH2:5][CH3:6])[NH:7][CH:9]1[CH3:8].